Dataset: the Open Reaction Database (ORD), a public repository of structured organic reaction records. Task: describe an organic reaction: reactants, conditions, products, and yield Reactants: C(=O)(OC)C1=C(C=CC=C1)SC=1C=C(C=O)C=CC1OC (3-(o-Carbomethoxyphenylthio-)4-methoxybenzaldehyde), O (water). Solvent: C(C)(=O)O (acetic acid), Br (hydrogen bromide). Yields the product C(=O)(O)C1=C(C=CC=C1)SC=1C=C(C=O)C=CC1O (3-(o-Carboxyphenylthio)-4-hydroxybenzaldehyde). As a reaction SMILES: [C:1]([C:5]1[CH:10]=[CH:9][CH:8]=[CH:7][C:6]=1[S:11][C:12]1[CH:13]=[C:14]([CH:17]=[CH:18][C:19]=1[O:20]C)[CH:15]=[O:16])([O:3]C)=[O:2].O>C(O)(=O)C.Br>[C:1]([C:5]1[CH:10]=[CH:9][CH:8]=[CH:7][C:6]=1[S:11][C:12]1[CH:13]=[C:14]([CH:17]=[CH:18][C:19]=1[OH:20])[CH:15]=[O:16])([OH:3])=[O:2]. Procedure details: Heat 126 g of the aldehyde of Step C in a mixture of 1500 ml of glacial acetic acid and 1500 ml of 48% hydrogen bromide in an oil bath at 150° C. with mechanical stirring until no trace of nondemethylated product remains (4-5 days). Cool the reaction mixture and pour into 7 liters of water. Separate the precipitate, wash well with water and dry in vacuo at 70° C. to constant weight. (Yield: 108.2 g).